Dataset: the Open Reaction Database (ORD), a public repository of structured organic reaction records. Task: describe an organic reaction: reactants, conditions, products, and yield Starting materials: ClC1=C(CBr)C=CC=C1 (2-chlorobenzyl bromide), O.NN (hydrazine hydrate). The solvent is CO (methanol), CO (methanol). Conditions: time 3 hour. The product is ClC1=C(CNN)C=CC=C1 (1-(2-Chlorobenzyl)hydrazine). As a reaction SMILES: O.[NH2:2][NH2:3].[Cl:4][C:5]1[CH:12]=[CH:11][CH:10]=[CH:9][C:6]=1[CH2:7]Br>CO>[Cl:4][C:5]1[CH:12]=[CH:11][CH:10]=[CH:9][C:6]=1[CH2:7][NH:2][NH2:3] |f:0.1|. Reported procedure: 2.74 g (54.75 mmol) of hydrazine hydrate are introduced into 10 ml of methanol, and a solution of 3.00 g (14.60 mmol) of 2-chlorobenzyl bromide in 5 ml of methanol is added at RT. The temperature rises to 35–40° C. during this, and the mixture is then stirred at RT for 3 hours. The solvent is removed in vacuo, and the residue is taken up in 100 ml of diethyl ether, dried over magnesium sulfate and filtered off. Reactants: C(C)(C)(C)C=1C=C(C=CC1O)OC (3-t-butyl-4-hydroxyanisole), C(C)(=O)O (acetic acid), S(O)(O)(=O)=O (sulfuric acid). Reaction conditions: time 6 day. Product: C(C)(=O)OC1=C(C=C(C=C1)O)C(C)(C)C (4-acetoxy-3-t-butylphenol). As a reaction SMILES: [C:1]([C:5]1[CH:6]=[C:7]([O:12]C)[CH:8]=[CH:9][C:10]=1[OH:11])([CH3:4])([CH3:3])[CH3:2].S(=O)(=O)(O)O.[C:19](O)(=[O:21])[CH3:20]>>[C:19]([O:11][C:10]1[CH:9]=[CH:8][C:7]([OH:12])=[CH:6][C:5]=1[C:1]([CH3:2])([CH3:3])[CH3:4])(=[O:21])[CH3:20]. Procedure: To 36 g of 3-t-butyl-4-hydroxyanisole dissolved in 100 ml of anhydrous acetic acid was added a catalytic amount of concentrated sulfuric acid and the mixture was stirred at room temperature for 6 days. After the reaction solution was concentrated under reduced pressure, the concentrate was dissolved in 200 ml of acetonitrile and combined with 60 g of sodium iodide. To the resulting solution was added dropwise 51 ml of trimethylsilyl chloride at room temperature and then the mixture was heated un... Reactants: COC(=O)c1ccccc1N, O=C([O-])[O-], O=C(O)c1ccc(S(=O)(=O)Cl)cc1, ClCCl, [K+], [K+]. The product is COC(=O)c1ccccc1NS(=O)(=O)c1ccc(C(=O)O)cc1. RXN SMILES: [C:14]([c:15]1[c:16]([NH2:17])[cH:18][cH:19][cH:20][cH:21]1)(=[O:22])[O:23][CH3:24].[C:28](=[O:29])([O-:30])[O-:31].[Cl:1][S:2](=[O:3])(=[O:4])[c:5]1[cH:6][cH:7][c:8]([C:9](=[O:10])[OH:11])[cH:12][cH:13]1.[Cl:25][CH2:26][Cl:27].[K+:32].[K+:33]>>[S:2](=[O:3])(=[O:4])([c:5]1[cH:6][cH:7][c:8]([C:9](=[O:10])[OH:11])[cH:12][cH:13]1)[NH:17][c:16]1[c:15]([C:14](=[O:22])[O:23][CH3:24])[cH:21][cH:20][cH:19][cH:18]1. Starting materials: ClCCl, CCOC(=O)c1ccc(N=C=O)cc1, Nc1ccc(Cl)c(C(F)(F)F)c1. Yields the product CCOC(=O)c1ccc(NC(=O)Nc2ccc(Cl)c(C(F)(F)F)c2)cc1. RXN SMILES: [Cl:27][CH2:28][Cl:29].[N:1](=[C:2]=[O:3])[c:4]1[cH:5][cH:6][c:7]([C:8](=[O:9])[O:10][CH2:11][CH3:12])[cH:13][cH:14]1.[NH2:15][c:16]1[cH:17][cH:18][c:19]([Cl:20])[c:21]([C:23]([F:24])([F:25])[F:26])[cH:22]1>>[NH:1]([C:2](=[O:3])[NH:15][c:16]1[cH:17][cH:18][c:19]([Cl:20])[c:21]([C:23]([F:24])([F:25])[F:26])[cH:22]1)[c:4]1[cH:5][cH:6][c:7]([C:8](=[O:9])[O:10][CH2:11][CH3:12])[cH:13][cH:14]1. Starting materials: O=C1CCC(=O)N1Br, Br, ClC(Cl)(Cl)Cl, COC(=O)C(C)Oc1ccc(Cl)cc1Cl, CC(C)(C#N)N=NC(C)(C)C#N. Product: COC(=O)C(C)(Br)Oc1ccc(Cl)cc1Cl. RXN SMILES: [Br:17][N:18]1[C:19](=[O:20])[CH2:21][CH2:22][C:23]1=[O:24].[Br:1].[C:37]([Cl:38])([Cl:39])([Cl:40])[Cl:41].[Cl:2][c:3]1[c:4]([O:5][CH:6]([C:7](=[O:8])[O:9][CH3:10])[CH3:11])[cH:12][cH:13][c:14]([Cl:16])[cH:15]1.[N:25]([C:26]([CH3:27])([CH3:28])[C:29]#[N:30])=[N:31][C:32]([CH3:33])([CH3:34])[C:35]#[N:36]>>[Cl:2][c:3]1[c:4]([O:5][C:6]([C:7](=[O:8])[O:9][CH3:10])([CH3:11])[Br:17])[cH:12][cH:13][c:14]([Cl:16])[cH:15]1. The reactants are C(C)OCC (diethyl ether), C([C@@H](O)[C@H](O)C(=O)O)(=O)O (levo tartaric acid), C(C)N1CC(CCC1)NC1C2=CC=CC=C2OC=2C=CC=CC12 (N-(N-ethyl-3-piperidinyl)-9-xanthenylamine). Run in O1CCCC1 (tetrahydrofuran), O1CCCC1 (tetrahydrofuran). Reaction conditions: time 1 hour. Yields the product C(C)N1CC(CCC1)NC1C2=CC=CC=C2OC=2C=CC=CC12 (N-(N-ethyl-3-piperidinyl)-9-xanthenylamine), C(=O)([O-])C(O)C(O)C(=O)[O-] (tartrate), hydrate. RXN SMILES: [CH2:1]([N:3]1[CH2:8][CH2:7][CH2:6][CH:5]([NH:9][CH:10]2[C:23]3[CH:22]=[CH:21][CH:20]=[CH:19][C:18]=3[O:17][C:16]3[C:11]2=[CH:12][CH:13]=[CH:14][CH:15]=3)[CH2:4]1)[CH3:2].C(OCC)C.[C:29]([OH:38])(=[O:37])[C@H:30]([C@@H:32]([C:34]([OH:36])=[O:35])[OH:33])[OH:31]>O1CCCC1>[CH2:1]([N:3]1[CH2:8][CH2:7][CH2:6][CH:5]([NH:9][CH:10]2[C:23]3[CH:22]=[CH:21][CH:20]=[CH:19][C:18]=3[O:17][C:16]3[C:11]2=[CH:12][CH:13]=[CH:14][CH:15]=3)[CH2:4]1)[CH3:2].[C:34]([CH:32]([CH:30]([C:29]([O-:38])=[O:37])[OH:31])[OH:33])([O-:36])=[O:35]. Reported procedure: To a solution of 1.1 g. of N-(N-ethyl-3-piperidinyl)-9-xanthenylamine in 8 ml. of tetrahydrofuran and 50 ml. of diethyl ether at -5° C. was added 538 mg. of levo tartaric acid in 32 ml. of tetrahydrofuran. The resulting precipitate was allowed to stand one hour, filtered off, washed twice with 100 ml. portions of ether and air-dried to give N-(N-ethyl-3-piperidinyl)-9-xanthenylamine, tartrate, hydrate m.p. 146°-148° C. (dec.) The reactants are FC(C1=CC(=NC=2N1N=CC2C(=O)O)C2=CC(=C(C=C2)C(F)(F)F)OCC)F (7-difluoromethyl-5-(3-ethoxy-4-trifluoromethyl-phenyl)-pyrazolo[1,5-a]pyrimidine-3-carboxylic acid), CS(=O)(=O)C=1C=C(C=CC1)N (3-methanesulfonyl-phenylamine), Cl (hydrochloride). Yields the product CS(=O)(=O)C=1C=C(C=CC1)NC(=O)C=1C=NN2C1N=C(C=C2C(F)F)C2=CC(=C(C=C2)C(F)(F)F)OCC (7-Difluoromethyl-5-(3-ethoxy-4-trifluoromethyl-phenyl)-pyrazolo[1,5-a]pyrimidine-3-carboxylic acid(3-methanesulfonyl-phenyl)-amide). Reaction SMILES: [F:1][CH:2]([F:28])[C:3]1[N:8]2[N:9]=[CH:10][C:11]([C:12]([OH:14])=O)=[C:7]2[N:6]=[C:5]([C:15]2[CH:20]=[CH:19][C:18]([C:21]([F:24])([F:23])[F:22])=[C:17]([O:25][CH2:26][CH3:27])[CH:16]=2)[CH:4]=1.[CH3:29][S:30]([C:33]1[CH:34]=[C:35]([NH2:39])[CH:36]=[CH:37][CH:38]=1)(=[O:32])=[O:31].Cl>>[CH3:29][S:30]([C:33]1[CH:34]=[C:35]([NH:39][C:12]([C:11]2[CH:10]=[N:9][N:8]3[C:3]([CH:2]([F:1])[F:28])=[CH:4][C:5]([C:15]4[CH:20]=[CH:19][C:18]([C:21]([F:24])([F:22])[F:23])=[C:17]([O:25][CH2:26][CH3:27])[CH:16]=4)=[N:6][C:7]=23)=[O:14])[CH:36]=[CH:37][CH:38]=1)(=[O:31])=[O:32]. Procedure: The title compound was prepared from 7-difluoromethyl-5-(3-ethoxy-4-trifluoromethyl-phenyl)-pyrazolo[1,5-a]pyrimidine-3-carboxylic acid (example C.12) and 3-methanesulfonyl-phenylamine [commercially available as hydrochloride] according to general procedure II. Yellow solid. MS (ISP) 555.3 [(M+H)+]; mp 211° C. Starting materials: S=C(Cl)Cl, ClC(Cl)Cl, NCc1ccoc1, [Na+], O=C([O-])O. Yields the product S=C=NCc1ccoc1. RXN SMILES: [Cl:13][C:14]([Cl:15])=[S:16].[Cl:17][CH:18]([Cl:19])[Cl:20].[NH2:1][CH2:2][c:3]1[cH:4][o:5][cH:6][cH:7]1.[Na+:12].[O-:8][C:9]([OH:10])=[O:11]>>[N:1]([CH2:2][c:3]1[cH:4][o:5][cH:6][cH:7]1)=[C:14]=[S:16]. Starting materials: S(=O)(=O)(C1=CC=C(C)C=C1)C[N+]#[C-] (tosylmethylisocyanide), CSC1=CC=C(C=O)C=C1 (4-(methylthio)benzaldehyde), [C-]#N.[Na+] (NaCN). The product is CSC1=CC=C(C=C1)[C@H]1[C@H](N=CO1)S(=O)(=O)C1=CC=C(C=C1)C ((4R*,5S*)-5-(4-Methylsulfanyl-phenyl)-4-(toluene-4-sulfonyl)-4,5-dihydro-oxazole). As a reaction SMILES: [S:1]([CH2:11][N+:12]#[C-:13])([C:4]1[CH:10]=[CH:9][C:7]([CH3:8])=[CH:6][CH:5]=1)(=[O:3])=[O:2].[CH3:14][S:15][C:16]1[CH:23]=[CH:22][C:19]([CH:20]=[O:21])=[CH:18][CH:17]=1.[C-]#N.[Na+]>>[CH3:14][S:15][C:16]1[CH:23]=[CH:22][C:19]([C@@H:20]2[O:21][CH:13]=[N:12][C@@H:11]2[S:1]([C:4]2[CH:10]=[CH:9][C:7]([CH3:8])=[CH:6][CH:5]=2)(=[O:3])=[O:2])=[CH:18][CH:17]=1 |f:2.3|. Procedure details: In a manner analogous to Preparation 1, tosylmethylisocyanide (0.23 g, 1.20 mmol), 4-(methylthio)benzaldehyde (0.19 g, 1.26 mmol), and NaCN (5.9 mg, 0.12 mmol) gave the desired compound as a tan solid. MS(ES+) m/z 348.4 (M+H+).